Dataset: the Open Reaction Database (ORD), a public repository of structured organic reaction records. Task: describe an organic reaction: reactants, conditions, products, and yield The product is O=C(O)C(O)COc1ccc(Cl)cc1. Reaction SMILES: [Cl:1][CH2:2][CH:3]([C:4](=[O:5])[OH:6])[OH:7].[Cl:8][c:9]1[cH:10][cH:11][c:12]([OH:15])[cH:13][cH:14]1.[ClH:16].[Na+:18].[OH-:17]>>[CH2:2]([CH:3]([C:4](=[O:5])[OH:6])[OH:7])[O:15][c:12]1[cH:11][cH:10][c:9]([Cl:8])[cH:14][cH:13]1. Reactants: O=C(O)C(O)CCl, Oc1ccc(Cl)cc1, Cl, [Na+], [OH-].